From a dataset of the Open Reaction Database (ORD), a public repository of structured organic reaction records. describe an organic reaction: reactants, conditions, products, and yield Starting materials: COC1=CC=CC=2C(C(OC21)(C(=O)OC)C)=O (Methyl 7-methoxy-2-methyl-3-oxo-2,3-dihydrobenzofuran-2-carboxylate), S(O)(O)(=O)=O (sulfuric acid). Solvent: O1CCOCC1.O (dioxane water). Yields the product COC1=CC=CC=2C(C(OC21)C)=O (7-methoxy-2-methyl-2,3-dihydrobenzofuran-3-one). The yield is 33.8%. As a reaction SMILES: [CH3:1][O:2][C:3]1[C:11]2[O:10][C:9](C)([C:12](OC)=O)[C:8](=[O:17])[C:7]=2[CH:6]=[CH:5][CH:4]=1.S(=O)(=O)(O)O>O1CCOCC1.O>[CH3:1][O:2][C:3]1[C:11]2[O:10][CH:9]([CH3:12])[C:8](=[O:17])[C:7]=2[CH:6]=[CH:5][CH:4]=1 |f:2.3|. Reported procedure: Methyl 7-methoxy-2-methyl-3-oxo-2,3-dihydrobenzofuran-2-carboxylate (18.38 g) was dissolved in dioxane-water (5:1, 300 ml) and 0.5 N sulfuric acid (37 ml) was added to the solution, followed by refluxing the resulting solution for 16 hours. The reaction solution was concentrated and poured into water layer (300 ml), followed by extracting the resultant three times with ether (150 ml). The organic layers were combined and washed with saturated aqueous sodium hydrogen carbonate solution and with s...